This data is from the Open Reaction Database (ORD), a public repository of structured organic reaction records. The task is: describe an organic reaction: reactants, conditions, products, and yield Reactants: Mg, FC=1C=C(C=CC1F)Br (3,4-difluorobromobenzene), Cl (hydrochloric acid), O (water), C(CCCC)C1CCC(CC1)=O (4-pentylcyclohexanone). Solvent: O1CCCC1 (tetrahydrofuran), O1CCCC1 (tetrahydrofuran). Reaction conditions: temperature 10 celsius. Product: C1=CC=CC=C1.FC1CC(CCC1(CCCCC)F)O (3,4-difluoro-(4-pentylcyclohexane-1-ol) benzene). As a reaction SMILES: [F:1][C:2]1[CH:3]=[C:4](Br)[CH:5]=[CH:6][C:7]=1[F:8].[CH2:10]([CH:15]1CCC(=O)C[CH2:16]1)[CH2:11][CH2:12]CC.Cl.[OH2:23]>O1CCCC1>[CH:2]1[CH:3]=[CH:4][CH:5]=[CH:6][CH:7]=1.[F:1][CH:2]1[C:7]([F:8])([CH2:12][CH2:11][CH2:10][CH2:15][CH3:16])[CH2:6][CH2:5][CH:4]([OH:23])[CH2:3]1 |f:5.6|. Procedure details: Mg (12.4 g, 0.510 g atom) was added to a solution of 3,4-difluorobromobenzene (97.8 g, 0.507 mol) dissolved in dried tetrahydrofuran (100 ml), followed by reacting the mixture while keeping it at 40° C. in nitrogen current for 2 hours, and then cooling down to 10° C. to obtain a reaction fluid 1. Into this reaction fluid 1 was poured a solution of 4-pentylcyclohexanone (85.8 g, 0.510 mol) dissolved in dried tetrahydrofuran (100 ml) at such a rate that the fluid temperature might not exceed 40° C... Reactants: COC1=CC2=C(C=C1OC)C1=C(CNCC1)C(O2)=O (1,2,3,4-tetrahydro-8,9-dimethoxy-5H-[1]benzopyrano[3,4-c]pyridin-5-one), ClC(CN1CCOCC1)C (N-(2-chloropropyl)-morpholine). Product: COC1=CC2=C(C=C1OC)C1=C(CN(CC1)C(CN1CCOCC1)C)C(O2)=O (1,2,3,4-Tetrahydro-8,9-dimethoxy-3-(1-methyl-2-morpholinoethyl)-5H-[1]benzopyrano[3,4-c]pyridin-5-one). RXN SMILES: [CH3:1][O:2][C:3]1[C:8]([O:9][CH3:10])=[CH:7][C:6]2[C:11]3[CH2:16][CH2:15][NH:14][CH2:13][C:12]=3[C:17](=[O:19])[O:18][C:5]=2[CH:4]=1.Cl[CH:21]([CH3:29])[CH2:22][N:23]1[CH2:28][CH2:27][O:26][CH2:25][CH2:24]1>>[CH3:1][O:2][C:3]1[C:8]([O:9][CH3:10])=[CH:7][C:6]2[C:11]3[CH2:16][CH2:15][N:14]([CH:21]([CH3:29])[CH2:22][N:23]4[CH2:28][CH2:27][O:26][CH2:25][CH2:24]4)[CH2:13][C:12]=3[C:17](=[O:19])[O:18][C:5]=2[CH:4]=1. Reported procedure: In the same way described in Example 5, 0.02 m of 1,2,3,4-tetrahydro-8,9-dimethoxy-5H-[1]benzopyrano[3,4-c]pyridin-5-one was alkylated with N-(2-chloropropyl)-morpholine to give, after recrystallization from 95% EtOH 1.3 g of product; mp 228°-230° C. Starting materials: CC(C)(C)OC(=O)C1CCCN1C(=O)C(NC(=O)OCc1ccccc1)C(C)(C)C, ClCCCl, CO, CCOC(C)=O, CCN(C(C)C)C(C)C, ClCCl, Nc1ccc(C(=O)O)cc1Cl, CN(C)C=O. The product is CC(C)(C)OC(=O)C1CCCN1C(=O)C(NC(=O)c1ccc(N)c(Cl)c1)C(C)(C)C. Reaction SMILES: [C:1]([CH3:2])([CH3:3])([CH3:4])[O:5][C:6](=[O:7])[CH:8]1[N:9]([C:13]([CH:14]([C:15]([CH3:16])([CH3:17])[CH3:18])[NH:19][C:20]([O:22][CH2:21][c:23]2[cH:24][cH:25][cH:26][cH:27][cH:28]2)=[O:29])=[O:30])[CH2:10][CH2:11][CH2:12]1.[CH2:51]([Cl:52])[CH2:53][Cl:54].[CH3:55][OH:56].[CH3:57][CH2:58][O:59][C:60]([CH3:61])=[O:62].[CH:42]([N:43]([CH2:44][CH3:45])[CH:46]([CH3:47])[CH3:48])([CH3:49])[CH3:50].[Cl:63][CH2:64][Cl:65].[NH2:31][c:32]1[c:33]([Cl:41])[cH:34][c:35]([C:36]([OH:37])=[O:38])[cH:39][cH:40]1.[O:66]=[CH:67][N:68]([CH3:69])[CH3:70]>>[C:1]([CH3:2])([CH3:3])([CH3:4])[O:5][C:6](=[O:7])[CH:8]1[N:9]([C:13]([CH:14]([C:15]([CH3:16])([CH3:17])[CH3:18])[NH:19][C:20](=[O:22])[c:35]2[cH:34][c:33]([Cl:41])[c:32]([NH2:31])[cH:40][cH:39]2)=[O:30])[CH2:10][CH2:11][CH2:12]1. Reactants: CC(C)ON=C(C(=O)Nc1ccnn1C(=O)OC(C)(C)C)c1ccc(S(C)(=O)=O)c(Cl)c1, Cl, C1COCCO1. The product is CC(C)ON=C(C(=O)Nc1cc[nH]n1)c1ccc(S(C)(=O)=O)c(Cl)c1. Reaction SMILES: [C:1]([O:2][C:3](=[O:4])[n:8]1[n:9][cH:10][cH:11][c:12]1[NH:13][C:14]([C:15](=[N:16][O:17][CH:18]([CH3:19])[CH3:20])[c:21]1[cH:22][c:23]([Cl:31])[c:24]([S:27](=[O:28])(=[O:29])[CH3:30])[cH:25][cH:26]1)=[O:32])([CH3:5])([CH3:6])[CH3:7].[ClH:33].[O:34]1[CH2:35][CH2:36][O:37][CH2:38][CH2:39]1>>[n:8]1[nH:9][cH:10][cH:11][c:12]1[NH:13][C:14]([C:15](=[N:16][O:17][CH:18]([CH3:19])[CH3:20])[c:21]1[cH:22][c:23]([Cl:31])[c:24]([S:27](=[O:28])(=[O:29])[CH3:30])[cH:25][cH:26]1)=[O:32]. The reactants are C(C)(C)(C)[Si](O[C@@H]1[C@H]2C[C@@H]([C@@H](C1)C2)O)(C2=CC=CC=C2)C2=CC=CC=C2 ((1R,2S,4R,5S)-5-(tert butyldiphenylsilyloxy)-bicyclo[2.2.1]heptan-2-ol), [Cr](=O)(=O)([O-])Cl.[NH+]1=CC=CC=C1 (Pyridinium chlorochromate). The solvent is ClCCl (dichloromethane), ClCCl (dichloromethane). Reaction conditions: temperature 0 celsius, time 16 hour. Product: [Si](C1=CC=CC=C1)(C1=CC=CC=C1)(C(C)(C)C)O[C@@H]1[C@H]2CC([C@@H](C1)C2)=O ((1R,4R,5S)-5-(tert-Butyldiphenylsilyloxy)bicyclo[2.2.1]heptan-2-one). As a reaction SMILES: [C:1]([Si:5]([C:21]1[CH:26]=[CH:25][CH:24]=[CH:23][CH:22]=1)([C:15]1[CH:20]=[CH:19][CH:18]=[CH:17][CH:16]=1)[O:6][C@H:7]1[CH2:12][C@H:11]2[CH2:13][C@@H:8]1[CH2:9][C@@H:10]2[OH:14])([CH3:4])([CH3:3])[CH3:2].[Cr](Cl)([O-])(=O)=O.[NH+]1C=CC=CC=1>ClCCl>[Si:5]([O:6][C@H:7]1[CH2:12][C@H:11]2[CH2:13][C@@H:8]1[CH2:9][C:10]2=[O:14])([C:1]([CH3:4])([CH3:2])[CH3:3])([C:21]1[CH:26]=[CH:25][CH:24]=[CH:23][CH:22]=1)[C:15]1[CH:20]=[CH:19][CH:18]=[CH:17][CH:16]=1 |f:1.2|. Procedure details: Silica gel 60 (particle size, 0.040-0.063 mm, CAS # 63231-67-4, from EMD Chemical Inc., 21 g) was added to a solution of (1R,2S,4R,5S)-5-(tert butyldiphenylsilyloxy)-bicyclo[2.2.1]heptan-2-ol (6.75 g, 18.4 mmol) in anhydrous dichloromethane (100 mL). The mixture was cooled to 0° C. Pyridinium chlorochromate (6.35 g, 29.5 mmol) was added to the mixture. The reaction mixture was gradually warmed to ambient temperature and stirred at this temperature for 16 h. The mixture was diluted with dichlorom... Reactants: C(C)(=O)C1=C(C(=C2CCCCC2=C1)CC=C)O (7-Acetyl-5-allyl-6-hydroxy-1,2,3,4-tetrahydronaphthalene), [H][H] (hydrogen). The reagents and catalysts are [Pd] (Palladium/carbon). Solvent: C(C)O (ethanol). The product is C(C)(=O)C1=C(C(=C2CCCCC2=C1)CCC)O (7-acetyl-6-hydroxy-5-propyl-1,2,3,4-tetrahydronaphthalene). Yield: 82.8%. Reaction SMILES: [C:1]([C:4]1[CH:13]=[C:12]2[C:7]([CH2:8][CH2:9][CH2:10][CH2:11]2)=[C:6]([CH2:14][CH:15]=[CH2:16])[C:5]=1[OH:17])(=[O:3])[CH3:2].[H][H]>[Pd].C(O)C>[C:1]([C:4]1[CH:13]=[C:12]2[C:7]([CH2:8][CH2:9][CH2:10][CH2:11]2)=[C:6]([CH2:14][CH2:15][CH3:16])[C:5]=1[OH:17])(=[O:3])[CH3:2]. Procedure: 5% Palladium/carbon catalyst (9 g) was added to a solution of the product of step (b) (115 g) in ethanol (500 ml). The mixture was shaken with hydrogen at an overpressure of 4 to 5 psi at room temperature for 1 hour. The catalyst was removed by filtration and the filtrate concentrated and cooled. The precipitated solid was filtered off and dried to give 7-acetyl-6-hydroxy-5-propyl-1,2,3,4-tetrahydronaphthalene (96 g), mp 52°-53°.